Task: describe an organic reaction: reactants, conditions, products, and yield. Dataset: the Open Reaction Database (ORD), a public repository of structured organic reaction records Reactants: C(C)(=O)C1=C(C=CC(=C1)Cl)NS(=O)(=O)C(F)(F)F (N-(2-acetyl-4-chlorophenyl)trifluoromethanesulfonamide), CN(CCN)C (N,N-Dimethylethylenediamine), COCCON1C(C=2C(C1=O)=CC=CC2)=O (N-(2-methoxyethoxy)phthalimide), C(C)(=O)O (acetic acid). Run in CCO (EtOH), CCO (EtOH). Run at time 15 hour. Product: ClC1=CC(=C(C=C1)NS(=O)(=O)C(F)(F)F)C(C)=NOCCOC (N-{4-chloro-2-[1-(2-methoxyethoxyimino)ethyl]phenyl}trifluoromethanesulfonamide). Yield: 80.1%. RXN SMILES: CN(C)CCN.[CH3:7][O:8][CH2:9][CH2:10][O:11][N:12]1C(=O)C2=CC=CC=C2C1=O.C(O)(=O)C.[C:27]([C:30]1[CH:35]=[C:34]([Cl:36])[CH:33]=[CH:32][C:31]=1[NH:37][S:38]([C:41]([F:44])([F:43])[F:42])(=[O:40])=[O:39])(=O)[CH3:28]>CCO>[Cl:36][C:34]1[CH:33]=[CH:32][C:31]([NH:37][S:38]([C:41]([F:44])([F:43])[F:42])(=[O:40])=[O:39])=[C:30]([C:27](=[N:12][O:11][CH2:10][CH2:9][O:8][CH3:7])[CH3:28])[CH:35]=1. Procedure: N,N-Dimethylethylenediamine (2.54 mL, 22.0 mmol) was added to a solution of N-(2-methoxyethoxy)phthalimide (3.32 g, 15.0 mmol) in EtOH (50 mL), and the reaction allowed to stir at RT for 15 h. Glacial acetic acid (20 mL) was then added to adjust the mixture to ca. pH 4, followed by the addition of a solution of N-(2-acetyl-4-chlorophenyl)trifluoromethanesulfonamide 19 (3.02 g, 10.0 mmol) in EtOH (2 mL), and the mixture stirred for 65 h at RT. The reaction mixture was concentrated under vacuum an... The reactants are C(C)N1C2=CC=CC=C2C=2C=C(C=CC12)N (9-ethyl-9H-carbazol-3-amine), C(#N)C1=C(C=CC=C1)NC(CC(CC(=O)O)C)=O (5-(2-cyanophenylamino)-3-methyl-5-oxopentanoic acid), C=1C=CC2=C(C1)N=NN2O (HOBt), CCN=C=NCCCN(C)C (WSC), C(O)([O-])=O.[Na+] (sodium hydrogen carbonate). The solvent is CN(C)C=O (DMF), C(C)(=O)OCC (ethyl acetate). Product: C(#N)C1=C(C=CC=C1)NC(CC(CC(=O)NC=1C=CC=2N(C3=CC=CC=C3C2C1)CC)C)=O (N-(2-cyanophenyl)-N′-(9-ethyl-9H-carbazol-3-yl)-3-methylpentanediamide). Isolated yield 40.4%. RXN SMILES: [CH2:1]([N:3]1[C:15]2[CH:14]=[CH:13][C:12]([NH2:16])=[CH:11][C:10]=2[C:9]2[C:4]1=[CH:5][CH:6]=[CH:7][CH:8]=2)[CH3:2].[C:17]([C:19]1[CH:24]=[CH:23][CH:22]=[CH:21][C:20]=1[NH:25][C:26](=[O:34])[CH2:27][CH:28]([CH3:33])[CH2:29][C:30](O)=[O:31])#[N:18].C1C=CC2N(O)N=NC=2C=1.CCN=C=NCCCN(C)C.C(=O)([O-])O.[Na+]>CN(C=O)C.C(OCC)(=O)C>[C:17]([C:19]1[CH:24]=[CH:23][CH:22]=[CH:21][C:20]=1[NH:25][C:26](=[O:34])[CH2:27][CH:28]([CH3:33])[CH2:29][C:30]([NH:16][C:12]1[CH:13]=[CH:14][C:15]2[N:3]([CH2:1][CH3:2])[C:4]3[C:9]([C:10]=2[CH:11]=1)=[CH:8][CH:7]=[CH:6][CH:5]=3)=[O:31])#[N:18] |f:4.5|. Reported procedure: A solution of 9-ethyl-9H-carbazol-3-amine (210 mg, 1.00 mmol), the compound obtained in Step 1 (239 mg, 0.97 mmol), HOBt (297 mg, 1.94 mmol) and WSC (372 mg, 1.94 mmol) in DMF (5 mL) was stirred at room temperature for 14 hr. The reaction mixture was poured into a mixed solution of aqueous sodium hydrogen carbonate solution and ethyl acetate, and the precipitate was collected by filtration, and recrystallized from methanol and THF to give the title compound (172 mg, 0.392 mmol, 40.4%) as a white...